This data is from the Open Reaction Database (ORD), a public repository of structured organic reaction records. The task is: describe an organic reaction: reactants, conditions, products, and yield The reactants are [Na] (sodium), C(C)(=O)NC(C(=O)OCC)C(=O)OCC (diethyl acetamidomalonate), ClCC=1N=CSC1 (4-chloromethylthiazole), [Na] (sodium), resultant solution, [O-]CC.[Na+] (sodium ethoxide), resultant mixture. The reagents and catalysts are [I-].[K+] (potassium iodide). Solvent: C(C)O (ethanol), C(C)O (ethanol), C(C)(=O)OCC (ethyl acetate), CN(C=O)C (dimethylformamide). Reaction conditions: temperature 50 celsius. The product is S1C=NC(=C1)CCC(=O)NC(C(=O)OCC)C(=O)OCC (Diethyl (4-thiazolylmethyl)acetamidomalonate). Isolated yield 98.0%. RXN SMILES: [Na].[O-]CC.[Na+].[C:6]([NH:9][CH:10]([C:16]([O:18][CH2:19][CH3:20])=[O:17])[C:11]([O:13][CH2:14][CH3:15])=[O:12])(=[O:8])[CH3:7].Cl[CH2:22][C:23]1[N:24]=[CH:25][S:26][CH:27]=1>C(O)C.C(OCC)(=O)C.[I-].[K+].CN(C)C=O>[S:26]1[CH:27]=[C:23]([CH2:22][CH2:7][C:6]([NH:9][CH:10]([C:16]([O:18][CH2:19][CH3:20])=[O:17])[C:11]([O:13][CH2:14][CH3:15])=[O:12])=[O:8])[N:24]=[CH:25]1 |f:1.2,7.8,^1:0|. Reported procedure: To an oven-dried 2 liter 3-neck round bottom flask equipped with a mechanical stirrer, relux condenser and nitrogen inlet containing 500 mL of absolute ethanol was added sodium (19.8 g, 0.86 mole). This mixture was allowed to reflux until complete dissolution of the sodium metal. The resultant solution of sodium ethoxide was cooled to approximately 40° C. and diethyl acetamidomalonate (186.1 g, 0.86 mole) was added. The resultant mixture was refluxed for 30 minutes, then cooled to about 50° C. a... As a reaction SMILES: [C:1]([O:8][CH3:9])(=[O:7])[CH2:2][C:3]([O:5][CH3:6])=[O:4].[C:10]1([C:16]2[CH:17]=[C:18]([CH:21]=[CH:22][CH:23]=2)[CH2:19]Br)[CH:15]=[CH:14][CH:13]=[CH:12][CH:11]=1.C[O-].[Na+].O>CO>[C:10]1([C:16]2[CH:17]=[C:18]([CH:21]=[CH:22][CH:23]=2)[CH2:19][CH:2]([C:1]([O:8][CH3:9])=[O:7])[C:3]([O:5][CH3:6])=[O:4])[CH:11]=[CH:12][CH:13]=[CH:14][CH:15]=1 |f:2.3|. The solvent is CO (methanol), CO (methanol). The product is C1(=CC=CC=C1)C=1C=C(CC(C(=O)OC)C(=O)OC)C=CC1 (dimethyl (m-phenylbenzyl)malonate). Reactants: O (water), C(CC(=O)OC)(=O)OC (dimethyl malonate), C1(=CC=CC=C1)C=1C=C(CBr)C=CC1 (3-phenylbenzyl bromide), C[O-].[Na+] (sodium methoxide). Isolated yield 59.4%. Run at time 2 hour. Procedure: Solutions of dimethyl malonate (1.32 g) in dry methanol (5 ml) and 3-phenylbenzyl bromide (2.47 g) in dry methanol (5 ml, hot solution) were added successively to a stirred solution of sodium methoxide [from sodium (0.23 g) and dry methanol (20 ml)]. The resulting mixture was stirred for 2 hours at room temperature and for 2 hours under reflux, then poured into water and extracted with ether. The extracts were washed with water, dried, concentrated and purified by column chromatography using a 1... Reactants: C(C)OC=1C=CC2=CN(N=C2C1)C1=C(C=C(OC[C@H](C)NC(OC(C)(C)C)=O)C=C1)F (tert-butyl {(1S)-2-[4-(6-ethoxy-2H-indazol-2-yl)-3-fluorophenoxy]-1-methylethyl}carbamate), Cl.C(C)(=O)OCC (hydrogen chloride ethyl acetate). Run in C(C)(=O)OCC (ethyl acetate). Run at time 1 hour. Product: O.C(C)OC=1C=CC2=CN(N=C2C1)C1=C(C=C(OC[C@H](C)NC(C)=O)C=C1)F (N-{(1S)-2-[4-(6-ethoxy-2H-indazol-2-yl)-3-fluorophenoxy]-1-methylethyl}acetamide monohydrate). Reaction SMILES: [CH2:1]([O:3][C:4]1[CH:5]=[CH:6][C:7]2[C:11]([CH:12]=1)=[N:10][N:9]([C:13]1[CH:30]=[CH:29][C:16]([O:17][CH2:18][C@@H:19]([NH:21][C:22](=O)[O:23]C(C)(C)C)[CH3:20])=[CH:15][C:14]=1[F:31])[CH:8]=2)[CH3:2].Cl.[C:33](OCC)(=O)C>C(OCC)(=O)C>[OH2:3].[CH2:1]([O:3][C:4]1[CH:5]=[CH:6][C:7]2[C:11]([CH:12]=1)=[N:10][N:9]([C:13]1[CH:30]=[CH:29][C:16]([O:17][CH2:18][C@@H:19]([NH:21][C:22](=[O:23])[CH3:33])[CH3:20])=[CH:15][C:14]=1[F:31])[CH:8]=2)[CH3:2] |f:1.2,4.5|. Procedure: A mixture of tert-butyl {(1S)-2-[4-(6-ethoxy-2H-indazol-2-yl)-3-fluorophenoxy]-1-methylethyl}carbamate (6.53 g), 4M hydrogen chloride/ethyl acetate (20 mL) and ethyl acetate (40 mL) was stirred at room temperature for 1 hr. The reaction mixture was concentrated under reduced pressure, and the obtained residue was mixed with acetic anhydride (20 mL) and pyridine (50 mL). The obtained mixture was stirred at room temperature for 1 hr. The reaction mixture was concentrated under reduced pressure, an... Reactants: CCOC(=O)C=P(c1ccccc1)(c1ccccc1)c1ccccc1, COc1cccc(C2CCCCC2=O)c1, Cc1ccccc1. The product is CCOC(=O)C=C1CCCCC1c1cccc(OC)c1. Reaction SMILES: [C:16](=[O:17])([O:18][CH2:19][CH3:20])[CH:21]=[P:22]([c:23]1[cH:24][cH:25][cH:26][cH:27][cH:28]1)([c:29]1[cH:30][cH:31][cH:32][cH:33][cH:34]1)[c:35]1[cH:36][cH:37][cH:38][cH:39][cH:40]1.[CH3:1][O:2][c:3]1[cH:4][c:5]([CH:9]2[C:10](=[O:15])[CH2:11][CH2:12][CH2:13][CH2:14]2)[cH:6][cH:7][cH:8]1.[CH3:41][c:42]1[cH:43][cH:44][cH:45][cH:46][cH:47]1>>[CH3:1][O:2][c:3]1[cH:4][c:5]([CH:9]2[C:10](=[CH:21][C:16](=[O:17])[O:18][CH2:19][CH3:20])[CH2:11][CH2:12][CH2:13][CH2:14]2)[cH:6][cH:7][cH:8]1. As a reaction SMILES: [C:1]12([C:11]3[CH:12]=[C:13]([CH2:21][CH2:22][NH2:23])[CH:14]=[CH:15][C:16]=3[O:17][CH:18]([CH3:20])[CH3:19])[CH2:10][CH:5]3[CH2:6][CH:7]([CH2:9][CH:3]([CH2:4]3)[CH2:2]1)[CH2:8]2.[O:24](C(C(F)(F)F)=O)[C:25]([C:27]([F:30])([F:29])[F:28])=O>>[C:1]12([C:11]3[CH:12]=[C:13]([CH:14]=[CH:15][C:16]=3[O:17][CH:18]([CH3:19])[CH3:20])[CH2:21][CH2:22][NH:23][C:25](=[O:24])[C:27]([F:30])([F:29])[F:28])[CH2:2][CH:3]3[CH2:9][CH:7]([CH2:6][CH:5]([CH2:4]3)[CH2:10]1)[CH2:8]2. Reactants: C12(CC3CC(CC(C1)C3)C2)C=2C=C(C=CC2OC(C)C)CCN (2-(3-(1-Admantyl)-4-isopropoxyphenyl)ethanamine), O(C(=O)C(F)(F)F)C(=O)C(F)(F)F ((CF3CO)2O). Reported procedure: To a stirred solution of 2-(3-(1-Admantyl)-4-isopropoxyphenyl)ethanamine (0.28 g, 0.86 mmol) in a mixture of solvents (CH2Cl2:Et3N: 10:0.5 ml) (CF3CO)2O (0.157 ml) was added at 0° C. under N2. The reaction mixture was stirred for 2 h at room temperature, then the solvent was evaporated to dryness. The residue was diluted to 50 ml with EtOAc and washed with 1M HCl. The organic layer was separated, dried over MgSO4 and filtered. The filtrate was evaporated to dryness to give the title product (0.2... The yield is 82.4%. Run at time 2 hour. Yields the product C12(CC3CC(CC(C1)C3)C2)C=2C=C(CCNC(C(F)(F)F)=O)C=CC2OC(C)C (N-(3-(1Admantyl)-4-isopropoxyphenethyl)-2,2,2-trifluoro-acetamide). Run at time 3 day. Isolated yield 64.8%. Product: OCC1NS(CC1)(=O)=O (3-(Hydroxymethyl)-isothiazolidine 1,1-dioxide). The reactants are C(C1=CC=CC=C1)OCC1NS(CC1)(=O)=O (3-(Benzyloxymethyl)-isothiazolidine 1,1-dioxide). Run in IMS, C(C)(C)OC(=O)C (iPrOAc), C(C)(C)OC(=O)C (iPrOAc). Reagents/catalysts: [Pd] (palladium on carbon). As a reaction SMILES: C([O:8][CH2:9][CH:10]1[CH2:14][CH2:13][S:12](=[O:16])(=[O:15])[NH:11]1)C1C=CC=CC=1>C(OC(C)=O)(C)C.[Pd]>[OH:8][CH2:9][CH:10]1[CH2:14][CH2:13][S:12](=[O:16])(=[O:15])[NH:11]1. Procedure: Dioxide 7 (40 g, 0.17 mol) was placed in the glass liner within a 2 L Parr hydrogenator and dissolved in a mixture of IMS (150 ml) and iPrOAc (150 ml). A suspension of 5% palladium on carbon (Johnson Matthey type 392, 18 g) in iPrOAc (50 mL) was added and the suspension stirred under a hydrogen atmosphere of 70 psi for 3 days. After this time an NMR IPC was carried out that showed approx 15% benzylated material still present. After a further 4 days the reaction was 94% complete and it was decide... The reactants are C1=C(C=CC2=CC=CC=C12)C(=O)CCC=1C=NC=CC1 ((2-naphthyl) [2-(3-pyridyl)ethyl]ketone), [BH4-].[Na+] (NaBH4). The solvent is CO (MeOH). Run at time 30 minute. The product is C1=C(C=CC2=CC=CC=C12)C(CCC=1C=NC=CC1)O (1-(2-naphthyl)-3-(3-pyridyl)propan-1-ol). The yield is 72.3%. As a reaction SMILES: [CH:1]1[C:10]2[C:5](=[CH:6][CH:7]=[CH:8][CH:9]=2)[CH:4]=[CH:3][C:2]=1[C:11]([CH2:13][CH2:14][C:15]1[CH:16]=[N:17][CH:18]=[CH:19][CH:20]=1)=[O:12].[BH4-].[Na+]>CO>[CH:1]1[C:10]2[C:5](=[CH:6][CH:7]=[CH:8][CH:9]=2)[CH:4]=[CH:3][C:2]=1[CH:11]([OH:12])[CH2:13][CH2:14][C:15]1[CH:16]=[N:17][CH:18]=[CH:19][CH:20]=1 |f:1.2|. Procedure details: To a solution of (2-naphthyl) [2-(3-pyridyl)ethyl]ketone (2.14 g) in MeOH (40 ml) was added NaBH4 (0.34 g) and the mixture was stirred at room temperature for 30 minutes. After removal of the solvent, the residue was extracted with ethyl acetate. The extract was washed with water and brine, dried and concentrated to give the titled compound (1.56 g) as colorless prisms. Starting materials: Cl.C1NCCC2=C(C=CC=C12)NS(=O)(=O)C (N-(1,2,3,4-tetrahydro-5-isoquinolyl)methanesulfonamide hydrochloride), [OH-].[Na+] (sodium hydroxide), 98/30560, S(=O)(=O)(O)O.CSC(N)=N (2-methyl-2-thiopseudourea sulfate), S(=O)(=O)(O)O.CSC(N)=N (2-methyl-2-thiopseudourea sulfate), [OH-].[Na+] (sodium hydroxide). Run in O (water). Conditions: temperature 80 celsius, time 6 hour. The product is C(N)(=N)N1CC2=CC=CC(=C2CC1)NS(=O)(=O)C (N-(2-amidino-1,2.3,4-tetrahydro-5-isoquinolyl)methanesulfonamide). The yield is 89.0%. As a reaction SMILES: Cl.[CH2:2]1[C:11]2[C:6](=[C:7]([NH:12][S:13]([CH3:16])(=[O:15])=[O:14])[CH:8]=[CH:9][CH:10]=2)[CH2:5][CH2:4][NH:3]1.S(O)(O)(=O)=O.CS[C:24](=[NH:26])[NH2:25].[OH-].[Na+]>O>[C:24]([N:3]1[CH2:4][CH2:5][C:6]2[C:11](=[CH:10][CH:9]=[CH:8][C:7]=2[NH:12][S:13]([CH3:16])(=[O:15])=[O:14])[CH2:2]1)(=[NH:25])[NH2:26] |f:0.1,2.3,4.5|. Procedure: To a stirred suspension of N-(1,2,3,4-tetrahydro-5-isoquinolyl)methanesulfonamide hydrochloride prepared as described in Example 19(b) of WO 98/30560 (100 g, 0.38 mol) and 2-methyl-2-thiopseudourea sulfate (159 g, 0.57 mol) in water (1.5 liter) was added 2N aqueous sodium hydroxide (764 ml, 1.53 mol). The resulting solution was warmed to 80° C. and stirred at this temperature for 6 hours and then left to cool to room temperature overnight. Further 2-methyl-2-thiopseudourea sulfate (27 g, 0.10 mo... Reactants: O1C=C(C=C1)B(O)O (furan-3-boronic acid), I (hydroiodic acid), ClC1=NC=NC(=C1)Cl (4,6-dichloropyrimidine), chloro. The product is IC1=NC=NC(=C1)C1=COC=C1 (4-Iodo-6-(furan-3-yl)pyrimidine). As a reaction SMILES: [O:1]1[CH:5]=[CH:4][C:3](B(O)O)=[CH:2]1.Cl[C:10]1[CH:15]=[C:14](Cl)[N:13]=[CH:12][N:11]=1.[IH:17]>>[I:17][C:10]1[CH:15]=[C:14]([C:3]2[CH:4]=[CH:5][O:1][CH:2]=2)[N:13]=[CH:12][N:11]=1. Procedure details: The compound was prepared according to Example 1 using furan-3-boronic acid and 4,6-dichloropyrimidine. The resultant chloro compound was converted to iodo with hydroiodic acid as described in the general procedure.